This data is from the Open Reaction Database (ORD), a public repository of structured organic reaction records. The task is: describe an organic reaction: reactants, conditions, products, and yield Starting materials: S(=O)(Cl)Cl (thionyl chloride), CC1(CC1)C(=O)O (1-methylcyclopropanoic acid), C(C)S (ethanethiol). Solvent: C(C)OCC (diethyl ether). Conditions: time 72 hour. Product: C(C)OC(=O)C1(CC1)C (1-methylcyclopropanoic acid ethyl ester). RXN SMILES: [CH3:1][C:2]1([C:5]([OH:7])=[O:6])[CH2:4][CH2:3]1.S(Cl)(Cl)=O.[CH2:12](S)[CH3:13]>C(OCC)C>[CH2:12]([O:6][C:5]([C:2]1([CH3:1])[CH2:4][CH2:3]1)=[O:7])[CH3:13]. Procedure: 100 g of 1-methylcyclopropanoic acid was added to 150 ml of diethyl ether. The system was cooled to 0°-5° C. and 119 gm of thionyl chloride was added dropwise over a period of time. After addition, the system was heated at reflux for 8 hours. The system was then cooled to 0°-5° C. and 62 gm of ethanethiol was added dropwise. The system was heated at reflux for 6 hours and then stirred at room temperature for 72 hours. The diethyl ether was removed by stripping to give the 1-methylcyclopropanoic ...